Dataset: the Open Reaction Database (ORD), a public repository of structured organic reaction records. Task: describe an organic reaction: reactants, conditions, products, and yield Starting materials: C1(=CC=CC=C1)O (phenol), C([C@@H](O)C)(=O)OCC=C ((S)-allyl lactate), C1(=CC=CC=C1)P(C1=CC=CC=C1)C1=CC=CC=C1 (triphenylphosphine), CCOC(=O)/N=N/C(=O)OCC (diethylazodicarboxylate), CC=1NC2=CC=C(C=C2C1CC=1C=C(C=CC1)O)OC(F)(F)F (3-{[2-Methyl-5-(trifluoromethoxy)-1H-indol-3-yl]methyl}phenol). Run in ClCCl (dichloromethane). Yields the product COC1=CC=C(C(=O)N2C(=C(C3=CC(=CC=C23)OC(F)(F)F)CC=2C=C(O[C@H](C(=O)O)C)C=CC2)C)C=C1 ((2S)-2-(3-{[1-(4-Methoxybenzoyl)-2-methyl-5-(trifluoromethoxy)-1H-indol-3-yl]methyl}phenoxy)propanoic acid). Isolated yield 64.0%. As a reaction SMILES: [CH3:1][C:2]1[NH:3][C:4]2[C:9]([C:10]=1[CH2:11][C:12]1[CH:13]=[C:14]([OH:18])[CH:15]=[CH:16][CH:17]=1)=[CH:8][C:7]([O:19][C:20]([F:23])([F:22])[F:21])=[CH:6][CH:5]=2.[C:24]1([OH:30])[CH:29]=[CH:28][CH:27]=[CH:26][CH:25]=1.[C:31]([O:36]CC=C)(=[O:35])[C@H:32]([CH3:34])O.[C:40]1(P(C2C=CC=CC=2)C2C=CC=CC=2)C=CC=CC=1.C[CH2:60][O:61]C(/N=N/C(OCC)=O)=O>ClCCl>[CH3:40][O:30][C:24]1[CH:29]=[CH:28][C:27]([C:60]([N:3]2[C:4]3[C:9](=[CH:8][C:7]([O:19][C:20]([F:21])([F:23])[F:22])=[CH:6][CH:5]=3)[C:10]([CH2:11][C:12]3[CH:13]=[C:14]([CH:15]=[CH:16][CH:17]=3)[O:18][C@@H:32]([CH3:34])[C:31]([OH:36])=[O:35])=[C:2]2[CH3:1])=[O:61])=[CH:26][CH:25]=1. Procedure: The phenolic indole (4) (50 mg, 0.16 mmole) was dissolved in dichloromethane (2 mL). To the phenol solution was added (S)-allyl lactate (24 mg, 0.19 mmole), triphenylphosphine (50 mg, 0.19 mmole), and diethylazodicarboxylate (DEAD) (0.030 mL, 0.19 mmole) and the reaction was monitored by TLC. Once complete the reaction was purified by silica gel chromatography to give the title compound (44.1 mg, 64%). Reactants: OCCOCC(=O)N[C@@H]1CN(CC1)C(=O)OC(C)(C)C ((S)-3-[2-(2-Hydroxyethoxy)acetyl]amino-1-(tert-butoxycarbonyl)pyrrolidine), C(Br)(Br)(Br)Br (carbon tetrabromide), (polystyrene)-triphenylphosphine. Solvent: ClCCl (dichloromethane). Run at time 3.5 hour. The product is BrCCOCC(=O)N[C@@H]1CN(CC1)C(=O)OC(C)(C)C ((S)-3-[2-(2-Bromoethoxy)acetyl]amino-1-(tert-butoxycarbonyl)pyrrolidine). Isolated yield 75.9%. Reaction SMILES: O[CH2:2][CH2:3][O:4][CH2:5][C:6]([NH:8][C@H:9]1[CH2:13][CH2:12][N:11]([C:14]([O:16][C:17]([CH3:20])([CH3:19])[CH3:18])=[O:15])[CH2:10]1)=[O:7].C(Br)(Br)(Br)[Br:22]>ClCCl>[Br:22][CH2:2][CH2:3][O:4][CH2:5][C:6]([NH:8][C@H:9]1[CH2:13][CH2:12][N:11]([C:14]([O:16][C:17]([CH3:20])([CH3:19])[CH3:18])=[O:15])[CH2:10]1)=[O:7]. Reported procedure: A solution of (S)-3-[2-(2-hydroxyethoxy)acetyl]amino-1-(tert-butoxycarbonyl)pyrrolidine (4 g) prepared in Step B and carbon tetrabromide (5.52 g, Wako Pure Chemical Industries) in dichloromethane (52 ml) was added with PS (polystyrene)-triphenylphosphine (7.86 g, Aldrich) at 0° C., and the mixture was stirred at the same temperature for 3.5 hours. The insoluble solids were removed by filtration through Celite, and the solvent was evaporated under reduced pressure. The residue was purified by sil...